Dataset: the Open Reaction Database (ORD), a public repository of structured organic reaction records. Task: describe an organic reaction: reactants, conditions, products, and yield Reactants: N1CCNCC1 (piperazine), ClC1=CC=CC=C1 (chlorobenzene), ClC1=NSC2=C1C=CC=C2 (3-chloro-1,2-benzisothiazole). Run in C(CO)O (ethylene glycol). Product: N1(CCNCC1)C1=NSC2=C1C=CC=C2 (3-(1-piperazinyl)-1,2-benzisothiazole). Isolated yield 92.3%. Reaction SMILES: [NH:1]1[CH2:6][CH2:5][NH:4][CH2:3][CH2:2]1.ClC1C=CC=CC=1.Cl[C:15]1[C:19]2[CH:20]=[CH:21][CH:22]=[CH:23][C:18]=2[S:17][N:16]=1>C(O)CO>[N:1]1([C:15]2[C:19]3[CH:20]=[CH:21][CH:22]=[CH:23][C:18]=3[S:17][N:16]=2)[CH2:6][CH2:5][NH:4][CH2:3][CH2:2]1. Procedure: 215.4 g (2.50 mol) of piperazine, 50.0 g of chlorobenzene, 100.0 g of ethylene glycol were placed in a four-neck 1000 ml flask equipped with a stirrer, a thermometer, a dropping funnel and a condenser, 169.5 g (1.00 mol) of 3-chloro-1,2-benzisothiazole was added dropwise in the melted state at about 120° C. over 1 hour while stirring, which was thereafter stirred for 2 hours to complete the reaction. After excess piperazine was removed with water, the reaction mixture was made acidic with hydroc...